Task: describe an organic reaction: reactants, conditions, products, and yield. Dataset: the Open Reaction Database (ORD), a public repository of structured organic reaction records Reactants: CC#N, CCN(C(C)C)C(C)C, NS(=O)(=O)c1cc([N+](=O)[O-])ccc1Cl, NCc1ccccc1, O. Product: NS(=O)(=O)c1cc([N+](=O)[O-])ccc1NCc1ccccc1. Reaction SMILES: [CH3:33][C:34]#[N:35].[CH:23]([N:24]([CH:25]([CH3:26])[CH3:27])[CH2:28][CH3:29])([CH3:30])[CH3:31].[Cl:1][c:2]1[c:3]([S:11](=[O:12])(=[O:13])[NH2:14])[cH:4][c:5]([N+:8](=[O:9])[O-:10])[cH:6][cH:7]1.[NH2:15][CH2:16][c:17]1[cH:18][cH:19][cH:20][cH:21][cH:22]1.[OH2:32]>>[c:2]1([NH:15][CH2:16][c:17]2[cH:18][cH:19][cH:20][cH:21][cH:22]2)[c:3]([S:11](=[O:12])(=[O:13])[NH2:14])[cH:4][c:5]([N+:8](=[O:9])[O-:10])[cH:6][cH:7]1.